Task: describe an organic reaction: reactants, conditions, products, and yield. Dataset: the Open Reaction Database (ORD), a public repository of structured organic reaction records Starting materials: COCCN(CCOC)S(F)(F)F (Bis(2-methoxyethyl)aminosulfur trifluoride), FC1=C(C=CC(=C1)S(=O)(=O)C)C=1C=C2C(=CN1)OC(=C2)C2CCN(CC2)CC(C)(C)O (5-(2-fluoro-4-methanesulfonyl-phenyl)-2-[1-(2-hydroxy-2-methyl-propyl)-piperidin-4-yl]-furo[2,3-c]pyridine). The solvent is ClCCl (dichloromethane), ClCCl (dichloromethane), CO (methanol). Reaction conditions: time 8 hour. Yields the product FC1=C(C=CC(=C1)S(=O)(=O)C)C=1C=C2C(=CN1)OC(=C2)C2CCN(CC2)CC(C)(C)F (5-(2-Fluoro-4-methanesulfonyl-phenyl)-2-[1-(2-fluoro-2-methyl-propyl)-piperidin-4-yl]-furo[2,3-c]pyridine). RXN SMILES: COCCN(S(F)(F)[F:11])CCOC.[F:14][C:15]1[CH:20]=[C:19]([S:21]([CH3:24])(=[O:23])=[O:22])[CH:18]=[CH:17][C:16]=1[C:25]1[CH:26]=[C:27]2[CH:33]=[C:32]([CH:34]3[CH2:39][CH2:38][N:37]([CH2:40][C:41](O)([CH3:43])[CH3:42])[CH2:36][CH2:35]3)[O:31][C:28]2=[CH:29][N:30]=1>ClCCl.CO>[F:14][C:15]1[CH:20]=[C:19]([S:21]([CH3:24])(=[O:23])=[O:22])[CH:18]=[CH:17][C:16]=1[C:25]1[CH:26]=[C:27]2[CH:33]=[C:32]([CH:34]3[CH2:35][CH2:36][N:37]([CH2:40][C:41]([F:11])([CH3:43])[CH3:42])[CH2:38][CH2:39]3)[O:31][C:28]2=[CH:29][N:30]=1. Procedure details: Bis(2-methoxyethyl)aminosulfur trifluoride (50% in toluene; 0.27 mL) is added to a solution of 5-(2-fluoro-4-methanesulfonyl-phenyl)-2-[1-(2-hydroxy-2-methyl-propyl)-piperidin-4-yl]-furo[2,3-c]pyridine (0.19 g) in dichloromethane (3 mL) chilled in an ice bath. The solution is stirred at room temperature overnight. The solution is diluted with dichloromethane and little methanol and washed with aqueous NaHCO3 solution. The solution is dried (Na2SO4) and concentrated. The residue is chromatographe... Reaction SMILES: C([O:8][N:9]([CH2:12][C:13]1([C:20]([NH:22][NH:23][C:24]2[N:29]=[C:28]([C:30]([F:33])([F:32])[F:31])[CH:27]=[CH:26][N:25]=2)=[O:21])[CH2:19][CH2:18][CH2:17][CH2:16][CH2:15][CH2:14]1)[CH:10]=[O:11])C1C=CC=CC=1>CO.[Pd]>[OH:8][N:9]([CH2:12][C:13]1([C:20]([NH:22][NH:23][C:24]2[N:29]=[C:28]([C:30]([F:33])([F:31])[F:32])[CH:27]=[CH:26][N:25]=2)=[O:21])[CH2:19][CH2:18][CH2:17][CH2:16][CH2:15][CH2:14]1)[CH:10]=[O:11]. The reagents and catalysts are [Pd] (Pd/C). Reactants: C(C1=CC=CC=C1)ON(C=O)CC1(CCCCCC1)C(=O)NNC1=NC=CC(=N1)C(F)(F)F (N-benzyloxy-N-{1-[N′-(4-trifluoromethyl-pyrimidin-2-yl)-hydrazinocarbonyl]-cycloheptylmethyl}-formamide). Isolated yield 74.4%. Run in CO (methanol). Reported procedure: To a solution of N-benzyloxy-N-{1-[N′-(4-trifluoromethyl-pyrimidin-2-yl)-hydrazinocarbonyl]-cycloheptylmethyl}-formamide (0.11 g, 0.24 mmol) in methanol (10 mL) was added 10% Pd/C (0.03 g). The reaction mixture was subjected to hydrogenation for, 0.25 h at room temperature. The reaction mixture was then filtered through a pad of Celite@, and washed with methanol (20 mL). Removal of the solvent provided the title compound as a white solid (0.067 g, 75%). MH+376. Product: ON(C=O)CC1(CCCCCC1)C(=O)NNC1=NC=CC(=N1)C(F)(F)F (N-Hydroxy-N-{1-[N′-(4-Trifluoromethyl-Pyrimidin-2-yl)-Hydrazinocarbonyl]-Cycloheptylmethyl}-Formamide).